This data is from the Open Reaction Database (ORD), a public repository of structured organic reaction records. The task is: describe an organic reaction: reactants, conditions, products, and yield Reactants: C1(=CC=CC=C1)CC1C(NC2=CC=CC=C12)=O (3-Phenylmethyl-1,3-dihydro-2H-indol-2-one), N1C(CC2=CC=CC=C12)=O (1,3-dihydro-2H-indol-2-one), C(C1=CC=CC=C1)=O (benzaldehyde), ( C ), CN(CCN(C)C)C (tetramethylethylenediamine), IC (Iodomethane), C(CCC)[Li] (n-Butyllithium). Run in O (Water), O1CCCC1 (tetrahydrofuran). Run at temperature -75 celsius, time 30 minute. The product is CC1(C(NC2=CC=CC=C12)=O)CC1=CC=CC=C1 (3-methyl-3-phenylmethyl-1,3-dihydro-2H-indol-2-one). RXN SMILES: [C:1]1([CH2:7][CH:8]2[C:16]3[C:11](=[CH:12][CH:13]=[CH:14][CH:15]=3)[NH:10][C:9]2=[O:17])[CH:6]=[CH:5][CH:4]=[CH:3][CH:2]=1.N1C2C(=CC=CC=2)C[C:19]1=O.C(=O)C1C=CC=CC=1.CN(C)CCN(C)C.C([Li])CCC.IC>O1CCCC1.O>[CH3:19][C:8]1([CH2:7][C:1]2[CH:2]=[CH:3][CH:4]=[CH:5][CH:6]=2)[C:16]2[C:11](=[CH:12][CH:13]=[CH:14][CH:15]=2)[NH:10][C:9]1=[O:17]. Reported procedure: 3-Phenylmethyl-1,3-dihydro-2H-indol-2-one (prepared from 1,3-dihydro-2H-indol-2-one (4 g, 18.25 mmol) and benzaldehyde by the method of Daisley and Walker J. Chem. Soc. (C) (1971) page 1373) and tetramethylethylenediamine (4.5 g, 38.7 mmol) was dissolved in freshly distilled tetrahydrofuran under nitrogen and cooled to -75° C. in an acetone/dry ice bath. n-Butyllithium (2.5M, 20 ml, 50 mmol) was added and the mixture was stirred at -75° C. for 30 minutes. Iodomethane (2.84 g, 20 mmol) was added ... Reactants: NC1=NC=C(C2=C1C=C(S2)C2=CCCC2)C(=O)N (4-Amino-2-cyclopent-1-enyl-thieno [3,2-c]pyridine-7-carboxylic acid amide). The reagents and catalysts are [Pd] (palladium on carbon). Solvent: CN(C)C=O (DMF), CO (MeOH). Reaction conditions: time 20 hour. The product is NC1=NC=C(C2=C1C=C(S2)C2CCCC2)C(=O)N (4-Amino-2-cyclopentyl-thieno[3,2-c]pyridine-7-carboxylic acid amide). Isolated yield 30.9%. Reaction SMILES: [NH2:1][C:2]1[C:7]2[CH:8]=[C:9]([C:11]3[CH2:15][CH2:14][CH2:13][CH:12]=3)[S:10][C:6]=2[C:5]([C:16]([NH2:18])=[O:17])=[CH:4][N:3]=1>[Pd].CN(C=O)C.CO>[NH2:1][C:2]1[C:7]2[CH:8]=[C:9]([CH:11]3[CH2:15][CH2:14][CH2:13][CH2:12]3)[S:10][C:6]=2[C:5]([C:16]([NH2:18])=[O:17])=[CH:4][N:3]=1. Procedure: A suspension of 4-amino-2-cyclopent-1-enyl-thieno[3,2-c]pyridine-7-carboxylic acid amide 34 (prepared in example 6 above) (0.056 g, 0.155 mmol) and 10% palladium on carbon (5 mol %) in DMF (1 mL) was stirred under H2 (1 atm) for 20 h. The suspension was diluted with MeOH (10 mL) and filtered. Solvent was removed in vacuo. To the crude solid of 35 was added concentrated H2SO4 (0.25 mL). The purple solution was stirred for 1 h followed by the addition of ice (2 g). The precipitate was filtered the... The reactants are C(=O)C1=C(NC(=C1C)C)C(=O)OC (methyl 3-formyl-4,5-dimethylpyrrole-2-carboxylate), BrC(C=C)(F)F (3-bromo-3,3-difluoro-1-propene). Yields the product FC(=CCN1C(=C(C(=C1C)C)C=O)C(=O)OC)F (Methyl 1-(3,3-difluoro-2-propenyl)-3-formyl-4,5-dimethylpyrrole-2-carboxylate). As a reaction SMILES: [CH:1]([C:3]1[C:7]([CH3:8])=[C:6]([CH3:9])[NH:5][C:4]=1[C:10]([O:12][CH3:13])=[O:11])=[O:2].Br[C:15]([F:19])([F:18])[CH:16]=[CH2:17]>>[F:18][C:15]([F:19])=[CH:16][CH2:17][N:5]1[C:6]([CH3:9])=[C:7]([CH3:8])[C:3]([CH:1]=[O:2])=[C:4]1[C:10]([O:12][CH3:13])=[O:11]. Procedure details: The title compound was prepared as a pale yellow oil in 70.4% yeild in a similar procedure to that described in Referential Example 9 by using methyl 3-formyl-4,5-dimethylpyrrole-2-carboxylate and 3-bromo-3,3-difluoro-1-propene. Reactants: CC(C)(C)OC(=O)N1CCC(=O)CC1, CC(=O)O, COC(=O)c1sc(-c2cccc(N)c2)c(Br)c1OCC(=O)OC(C)(C)C. The product is COC(=O)c1sc(-c2cccc(NC3CCN(C(=O)OC(C)(C)C)CC3)c2)c(Br)c1OCC(=O)OC(C)(C)C. Reaction SMILES: [C:27]([CH3:28])([CH3:29])([CH3:30])[O:31][C:32](=[O:33])[N:34]1[CH2:35][CH2:36][C:37](=[O:40])[CH2:38][CH2:39]1.[C:41]([OH:42])(=[O:43])[CH3:44].[CH3:1][O:2][C:3](=[O:4])[c:5]1[s:6][c:7](-[c:20]2[cH:21][c:22]([NH2:26])[cH:23][cH:24][cH:25]2)[c:8]([Br:19])[c:9]1[O:10][CH2:11][C:12](=[O:13])[O:14][C:15]([CH3:16])([CH3:17])[CH3:18]>>[CH3:1][O:2][C:3](=[O:4])[c:5]1[s:6][c:7](-[c:20]2[cH:21][c:22]([NH:26][CH:37]3[CH2:36][CH2:35][N:34]([C:32]([O:31][C:27]([CH3:28])([CH3:29])[CH3:30])=[O:33])[CH2:39][CH2:38]3)[cH:23][cH:24][cH:25]2)[c:8]([Br:19])[c:9]1[O:10][CH2:11][C:12](=[O:13])[O:14][C:15]([CH3:16])([CH3:17])[CH3:18].